From a dataset of the Open Reaction Database (ORD), a public repository of structured organic reaction records. describe an organic reaction: reactants, conditions, products, and yield Starting materials: CC(C)Cn1c(C(O)c2ccccc2)nc2cnc3ccccc3c21, CI, CN(C)C=O, [H-], [Na+]. The product is COC(c1ccccc1)c1nc2cnc3ccccc3c2n1CC(C)C. As a reaction SMILES: [CH3:1][CH:2]([CH2:3][n:4]1[c:5]([CH:17]([OH:18])[c:19]2[cH:20][cH:21][cH:22][cH:23][cH:24]2)[n:6][c:7]2[cH:8][n:9][c:10]3[cH:11][cH:12][cH:13][cH:14][c:15]3[c:16]12)[CH3:25].[CH3:28][I:29].[CH3:30][N:31]([CH3:32])[CH:33]=[O:34].[H-:26].[Na+:27]>>[CH3:1][CH:2]([CH2:3][n:4]1[c:5]([CH:17]([O:18][CH3:28])[c:19]2[cH:20][cH:21][cH:22][cH:23][cH:24]2)[n:6][c:7]2[cH:8][n:9][c:10]3[cH:11][cH:12][cH:13][cH:14][c:15]3[c:16]12)[CH3:25]. Reactants: BrC=1C=C(C(=O)Cl)C=CC1CC(CC)C (3-bromo-4-(2'-methylbutyl)benzoic acid chloride), OC1=CC=C(C=C1)C1=CC=C(C=C1)OCCCCCCCC (4-hydroxy-4'-octyloxybiphenyl), N1=CC=CC=C1 (pyridine). The solvent is C1(=CC=CC=C1)C (toluene). Reaction conditions: time 2 hour. Yields the product C(CCCCCCC)OC1=CC=C(C=C1)C1=CC=C(C=C1)OC(C1=CC(=C(C=C1)CC(CC)C)Br)=O (3-bromo-4-(2'-methylbutyl)benzoic acid 4'-octyloxy-4-biphenylyl ester). RXN SMILES: [Br:1][C:2]1[CH:3]=[C:4]([CH:8]=[CH:9][C:10]=1[CH2:11][CH:12]([CH3:15])[CH2:13][CH3:14])[C:5](Cl)=[O:6].[OH:16][C:17]1[CH:22]=[CH:21][C:20]([C:23]2[CH:28]=[CH:27][C:26]([O:29][CH2:30][CH2:31][CH2:32][CH2:33][CH2:34][CH2:35][CH2:36][CH3:37])=[CH:25][CH:24]=2)=[CH:19][CH:18]=1.N1C=CC=CC=1>C1(C)C=CC=CC=1>[CH2:30]([O:29][C:26]1[CH:27]=[CH:28][C:23]([C:20]2[CH:19]=[CH:18][C:17]([O:16][C:5](=[O:6])[C:4]3[CH:8]=[CH:9][C:10]([CH2:11][CH:12]([CH3:15])[CH2:13][CH3:14])=[C:2]([Br:1])[CH:3]=3)=[CH:22][CH:21]=2)=[CH:24][CH:25]=1)[CH2:31][CH2:32][CH2:33][CH2:34][CH2:35][CH2:36][CH3:37]. Reported procedure: This 3-bromo-4-(2'-methylbutyl)benzoic acid chloride (11.5 g, 0.04 mol) was dropwise added to a mixture of 4-hydroxy-4'-octyloxybiphenyl with anhydrous pyridine under ice cooling, followed by agitating the resulting mixture at 50°-60° C. for 2 hours, adding toluene (100 ml), sufficiently agitating the mixture, washing it with 6N-HCl, then with 2N-NaOH aqueous solution and further with water, further drying over anhydrous MgSO4, distilling off toluene and recrystallizing the residue from a mixtur... As a reaction SMILES: [CH3:31][CH2:32][CH2:33][CH2:34][CH2:35][CH3:36].[CH3:37][CH2:38][O:39][C:40](=[O:41])[CH3:42].[Cl:1][c:2]1[cH:3][c:4]([CH2:8][CH2:9][c:10]2[c:11]([C:16](=[O:17])[NH:18][C:19]([CH3:20])([CH3:21])[CH3:22])[n:12][cH:13][cH:14][cH:15]2)[cH:5][cH:6][cH:7]1.[Na+:30].[OH-:29].[OH2:28].[S:23]([OH:24])(=[O:25])(=[O:26])[OH:27]>>[Cl:1][c:2]1[cH:3][c:4]([CH2:8][CH2:9][c:10]2[c:11]([C:16]([OH:17])=[O:24])[n:12][cH:13][cH:14][cH:15]2)[cH:5][cH:6][cH:7]1. Reactants: CCCCCC, CCOC(C)=O, CC(C)(C)NC(=O)c1ncccc1CCc1cccc(Cl)c1, [Na+], [OH-], O, O=S(=O)(O)O. Yields the product O=C(O)c1ncccc1CCc1cccc(Cl)c1. The reactants are CNCCCC=C (N-methylpent-4-en-1-amine), N(=C=O)[C@H](C(=O)OC)C(C)C (methyl (2S)-2-isocyanato-3-methylbutanoate). The solvent is C1CCOC1 (THF). Reaction conditions: time 2 hour. Product: CC([C@@H](C(=O)OC)NC(=O)N(CCCC=C)C)C (Methyl (2S)-3-methyl-2-({[methyl(pent-4-en-1-yl)amino]carbonyl}amino)butanoate). Reaction SMILES: [CH3:1][NH:2][CH2:3][CH2:4][CH2:5][CH:6]=[CH2:7].[N:8]([C@@H:11]([CH:16]([CH3:18])[CH3:17])[C:12]([O:14][CH3:15])=[O:13])=[C:9]=[O:10]>C1COCC1>[CH3:17][CH:16]([CH3:18])[C@H:11]([NH:8][C:9]([N:2]([CH3:1])[CH2:3][CH2:4][CH2:5][CH:6]=[CH2:7])=[O:10])[C:12]([O:14][CH3:15])=[O:13]. Procedure details: An oven-dried 500 mL round bottom flask under nitrogen was charged with THF (20 mL), N-methylpent-4-en-1-amine (Org. Lett. (2005), 7(9), pp 1737-1739) (1.0 g, 10.1 mmol) and methyl (2S)-2-isocyanato-3-methylbutanoate (J.O.C. (1992), 57(26), pp 7364-7366) (1.60 g, 10.1 mmol). Contents of the reaction flask were stirred at RT for 2 hours then rotary evaporated to afford the title compound as a colorless oil. LRMS m/e [M+H]+ 257. The reactants are CCOC(=O)CCc1cc(OC)ncc1Br, C1CCOC1. Yields the product COc1cc(CCCO)c(Br)cn1. Reaction SMILES: [Br:1][c:2]1[c:3]([CH2:10][CH2:11][C:12](=[O:13])[O:14][CH2:15][CH3:16])[cH:4][c:5]([O:8][CH3:9])[n:6][cH:7]1.[CH2:17]1[O:18][CH2:19][CH2:20][CH2:21]1>>[Br:1][c:2]1[c:3]([CH2:10][CH2:11][CH2:12][OH:13])[cH:4][c:5]([O:8][CH3:9])[n:6][cH:7]1. Starting materials: C1CCOC1, CCOC(=O)C(=O)c1ccccc1COC(C)OCC, CO, CN, O. The product is CCOC(C)OCc1ccccc1C(=O)C(=O)NC. RXN SMILES: [CH2:25]1[O:26][CH2:27][CH2:28][CH2:29]1.[CH2:5]([CH3:6])[O:7][CH:8]([CH3:9])[O:10][CH2:11][c:12]1[c:13]([C:18]([C:19](=[O:20])[O:21][CH2:22][CH3:23])=[O:24])[cH:14][cH:15][cH:16][cH:17]1.[CH3:1][OH:2].[CH3:3][NH2:4].[OH2:30]>>[CH3:3][NH:4][C:19]([C:18]([c:13]1[c:12]([CH2:11][O:10][CH:8]([O:7][CH2:5][CH3:6])[CH3:9])[cH:17][cH:16][cH:15][cH:14]1)=[O:24])=[O:20]. The reactants are C[Si](C)(C)[N-][Si](C)(C)C.[Na+] (NaHMDS), C(C1=CC=CC=C1)[C@@H]1N(C(OC1)=O)C([C@H](\C=C\CC(=O)N1C(OC[C@@H]1CC1=CC=CC=C1)=O)CC1=CC(=CC=C1)F)=O ((S,E)-1,6-bis((S)-4-benzyl-2-oxooxazolidin-3-yl)-2-(3-fluorobenzyl)hex-3-ene-1,6-dione), C(C=C)Br (allyl bromide). The solvent is C1CCOC1 (THF). Reaction conditions: temperature -78 celsius, time 25 minute. Product: C(C=C)[C@H](C(=O)N1C(OC[C@@H]1CC1=CC=CC=C1)=O)\C=C\[C@@H](C(=O)N1C(OC[C@@H]1CC1=CC=CC=C1)=O)CC1=CC(=CC=C1)F ((2S,5S,E)-2-allyl-1,6-bis((S)-4-benzyl-2-oxooxazolidin-3-yl)-5-(3-fluorobenzyl)hex-3-ene-1,6-dione). The yield is 25.2%. As a reaction SMILES: C[Si]([N-][Si](C)(C)C)(C)C.[Na+].[CH2:11]([C@H:18]1[CH2:22][O:21][C:20](=[O:23])[N:19]1[C:24](=[O:52])[C@@H:25]([CH2:44][C:45]1[CH:50]=[CH:49][CH:48]=[C:47]([F:51])[CH:46]=1)/[CH:26]=[CH:27]/[CH2:28][C:29]([N:31]1[C@@H:35]([CH2:36][C:37]2[CH:42]=[CH:41][CH:40]=[CH:39][CH:38]=2)[CH2:34][O:33][C:32]1=[O:43])=[O:30])[C:12]1[CH:17]=[CH:16][CH:15]=[CH:14][CH:13]=1.[CH2:53](Br)[CH:54]=[CH2:55]>C1COCC1>[CH2:55]([C@@H:28](/[CH:27]=[CH:26]/[C@H:25]([CH2:44][C:45]1[CH:50]=[CH:49][CH:48]=[C:47]([F:51])[CH:46]=1)[C:24]([N:19]1[C@@H:18]([CH2:11][C:12]2[CH:17]=[CH:16][CH:15]=[CH:14][CH:13]=2)[CH2:22][O:21][C:20]1=[O:23])=[O:52])[C:29]([N:31]1[C@@H:35]([CH2:36][C:37]2[CH:38]=[CH:39][CH:40]=[CH:41][CH:42]=2)[CH2:34][O:33][C:32]1=[O:43])=[O:30])[CH:54]=[CH2:53] |f:0.1|. Procedure details: A solution of NaHMDS (1.0 M in THF, 0.313 mL, 0.313 mmol) was slowly added dropwise over 5 min to a −78° C. solution of (S,E)-1,6-bis((S)-4-benzyl-2-oxooxazolidin-3-yl)-2-(3-fluorobenzyl)hex-3-ene-1,6-dione (170 mg, 0.298 mmol) in THF (1.6 mL). After addition the reaction mixture was allowed to stir for another 25 min at −78° C. and then allyl bromide (108 mg, 0.894 mmol) was added dropwise. The reaction temperature was then slowly raised to 0° C. over 20 min and then stirred at 0° C. for an add...